Dataset: the Open Reaction Database (ORD), a public repository of structured organic reaction records. Task: describe an organic reaction: reactants, conditions, products, and yield The reactants are ClC1=NC(=NC(=C1)Cl)C (4,6-Dichloro-2-methyl pyrimidine), [NH2-].[Na+] (Sodium Amide), Cl (HCl), NC=1SC(=CN1)C(=O)NC1=C(C=CC=C1C)Cl (2-amino-N-(2-chloro-6-methyl phenyl)-5-thiazole carboxamide). The solvent is C1CCOC1 (THF), O (water), C1CCOC1 (THF). Conditions: temperature 7.5 celsius, time 12.5 minute. Product: ClC1=CC(=NC(=N1)C)NC=1SC(=CN1)C(=O)NC1=C(C=CC=C1C)Cl (2-((6-chloro-2-methylpyrimidin-4-yl) amino)-N-(2-chloro-6-methylphenyl)thiazole-5-carboxamide). As a reaction SMILES: [NH2-].[Na+].Cl[C:4]1[CH:9]=[C:8]([Cl:10])[N:7]=[C:6]([CH3:11])[N:5]=1.[NH2:12][C:13]1[S:14][C:15]([C:18]([NH:20][C:21]2[C:26]([CH3:27])=[CH:25][CH:24]=[CH:23][C:22]=2[Cl:28])=[O:19])=[CH:16][N:17]=1.Cl>O.C1COCC1>[Cl:10][C:8]1[N:7]=[C:6]([CH3:11])[N:5]=[C:4]([NH:12][C:13]2[S:14][C:15]([C:18]([NH:20][C:21]3[C:26]([CH3:27])=[CH:25][CH:24]=[CH:23][C:22]=3[Cl:28])=[O:19])=[CH:16][N:17]=2)[CH:9]=1 |f:0.1|. Reported procedure: Into a RBF 6.6 g of Sodium Amide was added at 30-35° C. under N2 atmosphere and stirring was done for 10-15 minutes. Then the reaction mass was cooled to 5-10° C. and 120.0 mL THF and 7.92 g 4,6-Dichloro-2-methyl pyrimidine were added to the reaction mass. Addition of 10.0 g 2-amino-N-(2-chloro-6-methyl phenyl)-5-thiazole carboxamide was then performed into the reaction mass. The reaction mass was stirred for ˜40 mins at 30-35° C. to get clear solution which was transferred to an addition droppe... Solvent: C(C)(=O)OCC.CO.C(C)N(CC)CC (ethyl acetate methanol triethylamine). RXN SMILES: CN(C)[CH:3]=[O:4].[F:6][C:7]1[CH:8]=[C:9]([CH2:13][C:14]([O:16][CH2:17][CH2:18][CH2:19][CH2:20][CH2:21][CH2:22]Br)=[O:15])[CH:10]=[CH:11][CH:12]=1.[NH2:24][CH2:25][CH:26]([C:28]1[CH:33]=[C:32]([Cl:34])[C:31]([NH2:35])=[C:30]([Cl:36])[CH:29]=1)[OH:27]>C(OCC)(=O)C.CO.C(N(CC)CC)C>[NH2:35][C:31]1[C:30]([Cl:36])=[CH:29][C:28]([CH:26]([OH:27])[CH2:25][NH:24][CH2:22][CH2:21][CH2:20][CH2:19][CH2:18][CH2:17][O:16][C:14](=[O:15])[CH2:13][C:9]2[CH:10]=[CH:11][CH:12]=[C:7]([F:6])[CH:8]=2)=[CH:33][C:32]=1[Cl:34].[C:3]([O-:4])(=[O:27])[C:14]([O-:16])=[O:15] |f:3.4.5,6.7|. The product is NC1=C(C=C(C=C1Cl)C(CNCCCCCCOC(CC1=CC(=CC=C1)F)=O)O)Cl.C(C(=O)[O-])(=O)[O-] ({6-[2-(4-Amino-3,5-dichlorophenyl)-2-hydroxyethylamino]-1-hexyl}3-fluorophenylacetate oxalate). Procedure details: According to method I (dimethylformamide, 3 hours at 90° C.) from (6-bromo-1-hexyl) 3-fluorophenylacetate and 2-amino-1-(4-amino-3,5-dichlorophenyl)ethanol. Working up by means of chromatography (ethyl acetate/methanol/triethylamine 16:2:1). Recrystallized as the oxalate from acetone. Melting point: 70°-71° C. Reactants: CN(C=O)C (dimethylformamide), FC=1C=C(C=CC1)CC(=O)OCCCCCCBr ((6-bromo-1-hexyl) 3-fluorophenylacetate), NCC(O)C1=CC(=C(C(=C1)Cl)N)Cl (2-amino-1-(4-amino-3,5-dichlorophenyl)ethanol).